This data is from the Open Reaction Database (ORD), a public repository of structured organic reaction records. The task is: describe an organic reaction: reactants, conditions, products, and yield Reactants: CO, ClC(Cl)Cl, O=C(Cl)OC(Cl)(Cl)Cl, C#CCOc1cc(O)ccc1Cl, [Na], O. Yields the product C#CCOc1cc(OC(=O)Cl)ccc1Cl. RXN SMILES: [CH3:14][OH:15].[CH:25]([Cl:26])([Cl:27])[Cl:28].[Cl:16][C:17](=[O:18])[O:19][C:20]([Cl:21])([Cl:22])[Cl:23].[Cl:2][c:3]1[c:4]([O:10][CH2:11][C:12]#[CH:13])[cH:5][c:6]([OH:9])[cH:7][cH:8]1.[Na:1].[OH2:24]>>[Cl:2][c:3]1[c:4]([O:10][CH2:11][C:12]#[CH:13])[cH:5][c:6]([O:9][C:17]([Cl:16])=[O:18])[cH:7][cH:8]1.